Dataset: the Open Reaction Database (ORD), a public repository of structured organic reaction records. Task: describe an organic reaction: reactants, conditions, products, and yield Starting materials: NC1=C(C(=O)O)C=C(C=C1C(=O)O)I (2-amino-5-iodoisophthalic acid), C(OC)(OC)OC (trimethyl orthoformate), C(OC)(OC)OC (trimethyl orthoformate), C(C)(=O)O (acetic acid), C(C)(=O)O (acetic acid), NC=1C=C(C(=O)OC)C=CC1C (Methyl 3-amino-4-methylbenzoate). Solvent: C1(=CC=CC=C1)C (toluene). Conditions: temperature 100 celsius, time 21 hour. The product is IC=1C=C2C(N(C=NC2=C(C1)C(=O)O)C1=C(C=CC(=C1)C(=O)OC)C)=O (6-iodo-3-[5-(methoxycarbonyl)-2-methylphenyl]-4-oxo-3,4-dihydroquinazoline-8-carboxylic acid). Reaction SMILES: [NH2:1][C:2]1[C:10]([C:11]([OH:13])=O)=[CH:9][C:8]([I:14])=[CH:7][C:3]=1[C:4]([OH:6])=[O:5].[CH:15](OC)(OC)OC.C(O)(=O)C.[NH2:26][C:27]1[CH:28]=[C:29]([CH:34]=[CH:35][C:36]=1[CH3:37])[C:30]([O:32][CH3:33])=[O:31]>C1(C)C=CC=CC=1>[I:14][C:8]1[CH:9]=[C:10]2[C:2](=[C:3]([C:4]([OH:6])=[O:5])[CH:7]=1)[N:1]=[CH:15][N:26]([C:27]1[CH:28]=[C:29]([C:30]([O:32][CH3:33])=[O:31])[CH:34]=[CH:35][C:36]=1[CH3:37])[C:11]2=[O:13]. Procedure details: To a suspension 2-amino-5-iodoisophthalic acid (30.4 g) and in toluene (300 ml) was added trimethyl orthoformate (60 ml) followed by acetic acid (5.6 ml). The reaction mixture was stirred at 100° C. for 4 hours when additional trimethyl orthoformate (30 ml) and acetic acid (5.6 ml) was added and the heating continued for a further 21 hours. Methyl 3-amino-4-methylbenzoate (10.9 g) was added and the reaction mixture stirred at 100° C. for 21 hours. The reaction mixture was cooled to room temperat... Starting materials: BrC(Br)(Br)Br, ClCCl, CCCN(CC(C)O)S(=O)(=O)c1oc2ccc(Cl)cc2c1C, c1ccc(P(c2ccccc2)c2ccccc2)cc1. Yields the product CCCN(CC(C)Br)S(=O)(=O)c1oc2ccc(Cl)cc2c1C. As a reaction SMILES: [C:42]([Br:43])([Br:44])([Br:45])[Br:46].[Cl:47][CH2:48][Cl:49].[OH:20][CH:21]([CH2:22][N:23]([S:24](=[O:25])(=[O:26])[c:27]1[o:28][c:29]2[c:30]([c:31]1[CH3:32])[cH:33][c:34]([Cl:37])[cH:35][cH:36]2)[CH2:38][CH2:39][CH3:40])[CH3:41].[c:1]1([P:2]([c:3]2[cH:4][cH:5][cH:6][cH:7][cH:8]2)[c:9]2[cH:10][cH:11][cH:12][cH:13][cH:14]2)[cH:15][cH:16][cH:17][cH:18][cH:19]1>>[CH:21]([CH2:22][N:23]([S:24](=[O:25])(=[O:26])[c:27]1[o:28][c:29]2[c:30]([c:31]1[CH3:32])[cH:33][c:34]([Cl:37])[cH:35][cH:36]2)[CH2:38][CH2:39][CH3:40])([CH3:41])[Br:43]. The solvent is C(C)#N (acetonitrile). RXN SMILES: [NH2:1][C:2]1[S:3][C:4]2[C:10](=[O:11])[CH2:9][C:8]([CH3:13])([CH3:12])[CH2:7][C:5]=2[N:6]=1.C1N=[CH:17][N:16]([C:19](N2C=NC=C2)=[O:20])[CH:15]=1.C1CCN2C(=NCCC2)CC1.CNC>C(#N)C>[CH3:12][C:8]1([CH3:13])[CH2:7][C:5]2[N:6]=[C:2]([NH:1][C:19](=[O:20])[N:16]([CH3:17])[CH3:15])[S:3][C:4]=2[C:10](=[O:11])[CH2:9]1. Starting materials: NC=1SC2=C(N1)CC(CC2=O)(C)C (2-amino-5,5-dimethyl-5,6-dihydro-4H-benzothiazol-7-one), C1=CN(C=N1)C(=O)N2C=CN=C2 (CDI), C1CCC2=NCCCN2CC1 (DBU), CNC (Dimethylamine). Reaction conditions: temperature 100 celsius, time 8 hour. Reported procedure: To a solution of 2-amino-5,5-dimethyl-5,6-dihydro-4H-benzothiazol-7-one (151 g, 0.768 mol) in acetonitrile (5 L) are added CDI (249 g, 1.53 mol) and DBU (233 g, 1.53 mol). The reaction mixture is stirred overnight at 100° C. Dimethylamine (310 g, 3.83 mol) is added at RT and the stirring is continued overnight at 100° C. After cooling to RT, the reaction mixture is concentrated in vacuo and the residue is poured into ice water. The pH of the mixture is adjusted to pH 5 with HCl (6 M). The aqueou... Product: CC1(CC(C2=C(N=C(S2)NC(N(C)C)=O)C1)=O)C (3-(5,5-dimethyl-7-oxo-4,5,6,7-tetrahydro-benzothiazol-2-yl)-1,1-dimethyl-urea). The yield is 82.3%. Starting materials: CON[C@H]1[C@@H]2N(C(=C(CS2)C)C(=O)OCC(Cl)(Cl)Cl)C1=O (2,2,2-trichloroethyl 7β-methoxyamino-3-methyl-3-cephem-4-carboxylate), N1=CC=CC=C1 (pyridine), O(C1=CC=CC=C1)CC(=O)Cl (phenoxyacetyl chloride). Run in C(C)(=O)OCC (ethyl acetate), O (water), C(Cl)Cl (methylene chloride). Conditions: temperature -25 celsius, time 20 minute. Yields the product CON(C(COC1=CC=CC=C1)=O)C1[C@@H]2N(C(=C(CS2)C)C(=O)OCC(Cl)(Cl)Cl)C1=O (2,2,2-trichloroethyl 7-(N-methoxy-2-phenoxyacetamido)-3-methyl-3-cephem-4-carboxylate). Yield: 117.4%. As a reaction SMILES: [CH3:1][O:2][NH:3][C@@H:4]1[C:20](=[O:21])[N:6]2[C:7]([C:12]([O:14][CH2:15][C:16]([Cl:19])([Cl:18])[Cl:17])=[O:13])=[C:8]([CH3:11])[CH2:9][S:10][C@H:5]12.N1C=CC=CC=1.[O:28]([CH2:35][C:36](Cl)=[O:37])[C:29]1[CH:34]=[CH:33][CH:32]=[CH:31][CH:30]=1>C(Cl)Cl.C(OCC)(=O)C.O>[CH3:1][O:2][N:3]([CH:4]1[C:20](=[O:21])[N:6]2[C:7]([C:12]([O:14][CH2:15][C:16]([Cl:17])([Cl:18])[Cl:19])=[O:13])=[C:8]([CH3:11])[CH2:9][S:10][C@H:5]12)[C:36](=[O:37])[CH2:35][O:28][C:29]1[CH:34]=[CH:33][CH:32]=[CH:31][CH:30]=1. Reported procedure: In methylene chloride (10 ml) are dissolved 2,2,2-trichloroethyl 7β-methoxyamino-3-methyl-3-cephem-4-carboxylate (320 mg) and pyridine (134 mg) and the mixture is cooled to -25° C. To this mixture is added phenoxyacetyl chloride (171 mg), followed by stirring for 20 minutes. The reaction mixture is poured in a mixture of ethyl acetate and water and the organic layer is taken. The organic layer is washed with 1 N-HCl, aqueous sodium hydrogen carbonate and aqeuous sodium chloride in that-order, dr... Starting materials: CN, Cl, COc1cc2c(c(-c3cc(F)ccc3F)c1)OC(COS(=O)(=O)c1ccc(C)cc1)C2. The product is CNCC1Cc2cc(OC)cc(-c3cc(F)ccc3F)c2O1. RXN SMILES: [CH3:33][NH2:34].[ClH:1].[F:2][c:3]1[c:4](-[c:10]2[cH:11][c:12]([O:31][CH3:32])[cH:13][c:14]3[c:18]2[O:17][CH:16]([CH2:19][O:20][S:21]([c:22]2[cH:23][cH:24][c:25]([CH3:26])[cH:27][cH:28]2)(=[O:29])=[O:30])[CH2:15]3)[cH:5][c:6]([F:9])[cH:7][cH:8]1>>[F:2][c:3]1[c:4](-[c:10]2[cH:11][c:12]([O:31][CH3:32])[cH:13][c:14]3[c:18]2[O:17][CH:16]([CH2:19][NH:34][CH3:33])[CH2:15]3)[cH:5][c:6]([F:9])[cH:7][cH:8]1. The reactants are C1(=CC=CC=C1)NC1=C(C=CC=C1)N (N-phenyl-1,2phenylenediamine), C(C)C(C([O-])([O-])[O-])(CC)CC (triethylorthoacetate). The solvent is C(C)O (ethanol). The product is C1(=CC=CC=C1)N1C(=NC2=C1C=CC=C2)C (1-phenyl-2-methylbenzimidazole). Yield: 106.6%. Reaction SMILES: [C:1]1([NH:7][C:8]2[CH:13]=[CH:12][CH:11]=[CH:10][C:9]=2[NH2:14])[CH:6]=[CH:5][CH:4]=[CH:3][CH:2]=1.[CH2:15](C(CC)(CC)C([O-])([O-])[O-])[CH3:16]>C(O)C>[C:1]1([N:7]2[C:8]3[CH:13]=[CH:12][CH:11]=[CH:10][C:9]=3[N:14]=[C:15]2[CH3:16])[CH:2]=[CH:3][CH:4]=[CH:5][CH:6]=1. Procedure details: A solution of 10 g (0.054, mole) of N-phenyl-1,2phenylenediamine and 9.94 ml (0.054 mole) of triethylorthoacetate in 200 ml of ethanol was heated to reflux for 4 hours. The solvent was removed and the residue partitioned between chloroform and water. The organic layer was separated, dried and removed to give 11.99 g of product as an oil. Reactants: ClCCl, O=C(OO)c1cccc(Cl)c1, O=C(OCC(Cl)(Cl)Cl)N1CC=CCC1. Yields the product O=C(OCC(Cl)(Cl)Cl)N1CCC2OC2C1. As a reaction SMILES: [CH2:26]([Cl:27])[Cl:28].[Cl:15][c:16]1[cH:17][cH:18][cH:19][c:20]([C:21]([O:22][OH:24])=[O:23])[cH:25]1.[Cl:1][C:2]([CH2:3][O:4][C:5](=[O:6])[N:7]1[CH2:8][CH:9]=[CH:10][CH2:11][CH2:12]1)([Cl:13])[Cl:14]>>[Cl:1][C:2]([CH2:3][O:4][C:5](=[O:6])[N:7]1[CH2:8][CH:9]2[CH:10]([CH2:11][CH2:12]1)[O:23]2)([Cl:13])[Cl:14].